This data is from the Open Reaction Database (ORD), a public repository of structured organic reaction records. The task is: describe an organic reaction: reactants, conditions, products, and yield Reactants: CCCCP(CCCC)CCCC, COc1cc(CO)ccc1OCc1csc(N2CCCCC2)n1, O=C(N=NC(=O)N1CCCCC1)N1CCCCC1, C1CCOC1, O=Cc1cn(-c2ccccc2)nc1O. The product is COc1cc(COc2nn(-c3ccccc3)cc2C=O)ccc1OCc1csc(N2CCCCC2)n1. Reaction SMILES: [CH2:38]([P:39]([CH2:40][CH2:41][CH2:42][CH3:43])[CH2:44][CH2:45][CH2:46][CH3:47])[CH2:48][CH2:49][CH3:50].[CH3:1][O:2][c:3]1[cH:4][c:5]([CH2:22][OH:23])[cH:6][cH:7][c:8]1[O:9][CH2:10][c:11]1[n:12][c:13]([N:16]2[CH2:17][CH2:18][CH2:19][CH2:20][CH2:21]2)[s:14][cH:15]1.[N:51]([C:52]([N:53]1[CH2:54][CH2:55][CH2:56][CH2:57][CH2:58]1)=[O:59])=[N:60][C:61]([N:62]1[CH2:63][CH2:64][CH2:65][CH2:66][CH2:67]1)=[O:68].[O:69]1[CH2:70][CH2:71][CH2:72][CH2:73]1.[OH:24][c:25]1[n:26][n:27](-[c:32]2[cH:33][cH:34][cH:35][cH:36][cH:37]2)[cH:28][c:29]1[CH:30]=[O:31]>>[CH3:1][O:2][c:3]1[cH:4][c:5]([CH2:22][O:23][c:25]2[n:26][n:27](-[c:32]3[cH:33][cH:34][cH:35][cH:36][cH:37]3)[cH:28][c:29]2[CH:30]=[O:31])[cH:6][cH:7][c:8]1[O:9][CH2:10][c:11]1[n:12][c:13]([N:16]2[CH2:17][CH2:18][CH2:19][CH2:20][CH2:21]2)[s:14][cH:15]1. Starting materials: ClC1=NN=C(C2=CC=CC=C12)C (1-chloro-4-methylphthalazine), C(C1=CC=CC=C1)Br (benzyl bromide), C(=O)([O-])[O-].[K+].[K+] (K2CO3), CC(=O)C (acetone). Conditions: temperature 65 celsius, time 19.5 hour. The product is C(C1=CC=CC=C1)OC1=CC=C(C=O)C=C1 (4-Benzyloxybenzaldehyde). Yield: 86.0%. RXN SMILES: Cl[C:2]1[C:11]2[C:6](=[CH:7][CH:8]=[CH:9][CH:10]=2)C(C)=NN=1.C(Br)[C:14]1[CH:19]=[CH:18][CH:17]=[CH:16][CH:15]=1.[C:21]([O-:24])([O-])=O.[K+].[K+].CC(C)=[O:29]>>[CH2:21]([O:24][C:8]1[CH:7]=[CH:6][C:11]([CH:2]=[O:29])=[CH:10][CH:9]=1)[C:14]1[CH:19]=[CH:18][CH:17]=[CH:16][CH:15]=1 |f:2.3.4|. Procedure: A mixture of 4-hydroxybenzaldehyde (1) (3.05 g, 25.00 mmol), benzyl bromide (4.4 g, 25.75 mmol), and K2CO3 (4.25 g, 30.75 mmol) in acetone (75 mL) is stirred at 65° C. under argon for 19.5 h, then cooled to room temperature, and concentrated at reduced pressure to remove the acetone. The residue is diluted with 2 N HCl (60 mL) and extracted with ethyl acetate (80 mL and 50 mL). The extract is washed (brine) and dried. After solvent removal at reduced pressure, the residue is purified on silica g... Reactants: BrBr (Bromine), CN1CCC(CC1)=C1C=2SC=CC2COC2=C1C=CC=C2 (1-methyl-4-(10H-9-oxa-3-thiabenzo[f]azulen-4-ylidene)piperidine), C(O)([O-])=O.[Na+] (sodium hydrogencarbonate). Solvent: C(Cl)(Cl)Cl (chloroform). Reaction conditions: temperature 0 celsius, time 2 hour. Product: BrC1=CC=2COC3=C(C(C2S1)=C1CCN(CC1)C)C=CC=C3 (4-(2-Bromo-10H-9-oxa-3-thiabenzo[f]azulen-4-ylidene)-1-methyl-piperidine). Isolated yield 45.8%. Reaction SMILES: [Br:1]Br.[CH3:3][N:4]1[CH2:9][CH2:8][C:7](=[C:10]2[C:19]3[CH:20]=[CH:21][CH:22]=[CH:23][C:18]=3[O:17][CH2:16][C:15]3[CH:14]=[CH:13][S:12][C:11]2=3)[CH2:6][CH2:5]1.C(=O)([O-])O.[Na+]>C(Cl)(Cl)Cl>[Br:1][C:13]1[S:12][C:11]2[C:10](=[C:7]3[CH2:8][CH2:9][N:4]([CH3:3])[CH2:5][CH2:6]3)[C:19]3[CH:20]=[CH:21][CH:22]=[CH:23][C:18]=3[O:17][CH2:16][C:15]=2[CH:14]=1 |f:2.3|. Procedure details: Bromine (5 mL, 98 mmol) was added dropwise to a chloroform (300 mL) solution of 1-methyl-4-(10H-9-oxa-3-thiabenzo[f]azulen-4-ylidene)piperidine (19.3 g, 65.0 mmol) at 0° C. The mixture was stirred at 0° C. for 2 hours, and a saturated aqueous sodium hydrogencarbonate solution was then added thereto to allow the separation of an organic layer. The organic layer was washed with a saturated sodium chloride solution and dried over anhydrous sodium sulfate, the solvents were then distilled off under ... Starting materials: FC=1C=C(OC2=C(N3C([C@@H](C3S2)[C@@H](C)O)=O)C(=O)[O-])C=CC1.[K+] (potassium 3-(3-fluorophenoxy)-6(S)-{1-(R)-hydroxyethyl}-7-oxo-4-thia-1-azabicyclo[3,2,0]hept-2-ene-2-carboxylate), C(C(C)(C)C)(=O)OCI (pivaloyloxymethyl iodide). The solvent is CN(C=O)C (dimethylformamide). Run at time 90 minute. Yields the product FC=1C=C(OC2=C(N3C([C@@H](C3S2)[C@@H](C)O)=O)C(=O)OCOC(C(C)(C)C)=O)C=CC1 (Pivaloyloxymethyl 3-(3-fluorophenoxy)-6(S)-{1(R)-hydroxyethyl}-7-oxo-4-thia-1-azabicyclo[3,2,0]hept-2-ene-2-carboxylate). As a reaction SMILES: [F:1][C:2]1[CH:3]=[C:4]([CH:20]=[CH:21][CH:22]=1)[O:5][C:6]1[S:12][CH:11]2[N:8]([C:9](=[O:16])[C@@H:10]2[C@H:13]([OH:15])[CH3:14])[C:7]=1[C:17]([O-:19])=[O:18].[K+].[C:24]([O:30][CH2:31]I)(=[O:29])[C:25]([CH3:28])([CH3:27])[CH3:26]>CN(C)C=O>[F:1][C:2]1[CH:3]=[C:4]([CH:20]=[CH:21][CH:22]=1)[O:5][C:6]1[S:12][CH:11]2[N:8]([C:9](=[O:16])[C@@H:10]2[C@H:13]([OH:15])[CH3:14])[C:7]=1[C:17]([O:19][CH2:31][O:30][C:24](=[O:29])[C:25]([CH3:28])([CH3:27])[CH3:26])=[O:18] |f:0.1|. Procedure: To a solution of 100 mg of potassium 3-(3-fluorophenoxy)-6(S)-{1-(R)-hydroxyethyl}-7-oxo-4-thia-1-azabicyclo[3,2,0]hept-2-ene-2-carboxylate in 1 ml of dimethylformamide were added 98 μl of pivaloyloxymethyl iodide and the mixture was stirred at room temperature for 90 minutes. The mixture was partitioned between ethyl acetate and water, the organic layer was washed with water and brine, dried over magnesium sulphate and evaporated in vacuo to dryness. Chromatography over silica gel and elution w... Starting materials: COc1ccc(C2=C(Br)C(=O)C(C)(C)O2)cc1Cl, O=C([O-])[O-], CC1(C)OB(c2ccc(OCc3ccc4ccccc4n3)cc2)OC1(C)C, Cc1ccccc1, [Cs+], [Cs+], O. Yields the product COc1ccc(C2=C(c3ccc(OCc4ccc5ccccc5n4)cc3)C(=O)C(C)(C)O2)cc1Cl. RXN SMILES: [Br:1][C:2]1=[C:6]([c:7]2[cH:8][c:9]([Cl:15])[c:10]([O:13][CH3:14])[cH:11][cH:12]2)[O:5][C:4]([CH3:16])([CH3:17])[C:3]1=[O:18].[C:46](=[O:47])([O-:48])[O-:49].[CH3:19][C:20]1([CH3:21])[C:22]([CH3:23])([CH3:24])[O:25][B:26]([c:27]2[cH:28][cH:29][c:30]([O:31][CH2:32][c:33]3[n:34][c:35]4[cH:36][cH:37][cH:38][cH:39][c:40]4[cH:41][cH:42]3)[cH:43][cH:44]2)[O:45]1.[CH3:52][c:53]1[cH:54][cH:55][cH:56][cH:57][cH:58]1.[Cs+:50].[Cs+:51].[OH2:59]>>[C:2]1([c:27]2[cH:28][cH:29][c:30]([O:31][CH2:32][c:33]3[n:34][c:35]4[cH:36][cH:37][cH:38][cH:39][c:40]4[cH:41][cH:42]3)[cH:43][cH:44]2)=[C:6]([c:7]2[cH:8][c:9]([Cl:15])[c:10]([O:13][CH3:14])[cH:11][cH:12]2)[O:5][C:4]([CH3:16])([CH3:17])[C:3]1=[O:18].